From a dataset of the Open Reaction Database (ORD), a public repository of structured organic reaction records. describe an organic reaction: reactants, conditions, products, and yield Reactants: [BH3-]C#N, CCOC(=O)C1CCCC1=O, CC(=O)O, CCO, NC1CCCCC1, [Na+]. The product is CCOC(=O)C1CCCC1NC1CCCCC1. Reaction SMILES: [C:19]([BH3-:20])#[N:21].[CH2:1]([CH3:2])[O:3][C:4](=[O:5])[CH:6]1[C:7](=[O:11])[CH2:8][CH2:9][CH2:10]1.[CH3:23][C:24](=[O:25])[OH:26].[CH3:27][CH2:28][OH:29].[NH2:12][CH:13]1[CH2:14][CH2:15][CH2:16][CH2:17][CH2:18]1.[Na+:22]>>[CH2:1]([CH3:2])[O:3][C:4](=[O:5])[CH:6]1[CH:7]([NH:12][CH:13]2[CH2:14][CH2:15][CH2:16][CH2:17][CH2:18]2)[CH2:8][CH2:9][CH2:10]1. Reactants: C=C(C)CBr, CCOC(C)=O, OCc1cc(I)c(O)c(Cl)n1, [H-], [Na+], CN(C)C=O. Yields the product C=C(C)COc1c(I)cc(CO)nc1Cl. RXN SMILES: [Br:14][CH2:15][C:16](=[CH2:17])[CH3:18].[CH3:24][CH2:25][O:26][C:27]([CH3:28])=[O:29].[Cl:1][c:2]1[n:3][c:4]([CH2:10][OH:11])[cH:5][c:6]([I:9])[c:7]1[OH:8].[H-:12].[Na+:13].[O:19]=[CH:20][N:21]([CH3:22])[CH3:23]>>[Cl:1][c:2]1[n:3][c:4]([CH2:10][OH:11])[cH:5][c:6]([I:9])[c:7]1[O:8][CH2:17][C:16](=[CH2:15])[CH3:18]. Starting materials: O=C1CCC(=O)N1Br, O=C(OOC(=O)c1ccccc1)c1ccccc1, ClC(Cl)(Cl)Cl, CCOC(=O)c1ncc2nc(-c3cccc(OC)c3)sc2c1O. The product is CCOC(=O)c1nc(Br)c2nc(-c3cccc(OC)c3)sc2c1O. RXN SMILES: [Br:24][N:25]1[C:26](=[O:27])[CH2:28][CH2:29][C:30]1=[O:31].[C:32]([O:33][O:34][C:35](=[O:36])[c:37]1[cH:38][cH:39][cH:40][cH:41][cH:42]1)(=[O:43])[c:44]1[cH:45][cH:46][cH:47][cH:48][cH:49]1.[C:50]([Cl:51])([Cl:52])([Cl:53])[Cl:54].[CH2:1]([CH3:2])[O:3][C:4](=[O:5])[c:6]1[c:7]([OH:23])[c:8]2[c:9]([cH:10][n:11]1)[n:12][c:13](-[c:15]1[cH:16][c:17]([O:21][CH3:22])[cH:18][cH:19][cH:20]1)[s:14]2>>[CH2:1]([CH3:2])[O:3][C:4](=[O:5])[c:6]1[c:7]([OH:23])[c:8]2[c:9]([c:10]([Br:24])[n:11]1)[n:12][c:13](-[c:15]1[cH:16][c:17]([O:21][CH3:22])[cH:18][cH:19][cH:20]1)[s:14]2. Reactants: BrC=1N(C2=C(C(=CC=C2C1SC=1C(=C(C(=O)OCC)C=CC1)F)Cl)F)C=1C=NN(C1)CCC (ethyl 3-((2-bromo-6-chloro-7-fluoro-1-(1-propyl-1H-pyrazol-4-yl)-1H-indol-3-yl)thio)-2-fluorobenzoate), C1(CC1)B(O)O (cyclopropylboronic acid), CC(=O)[O-].[K+] (KOAc). Reagents/catalysts: C1=CC=C(C=C1)P([C-]2C=CC=C2)C3=CC=CC=C3.C1=CC=C(C=C1)P([C-]2C=CC=C2)C3=CC=CC=C3.Cl[Pd]Cl.[Fe+2] (Pd(dppf)2Cl2). Run in COCCOC (DME), O (water). Run at temperature 90 celsius, time 16 hour. Yields the product ClC1=CC=C2C(=C(N(C2=C1F)C=1C=NN(C1)CCC)C1CC1)SC=1C(=C(C(=O)OCC)C=CC1)F (ethyl 3-((6-chloro-2-cyclopropyl-7-fluoro-1-(1-propyl-1H-pyrazol-4-yl)-1H-indol-3-yl)thio)-2-fluorobenzoate). Yield: 28.9%. Reaction SMILES: Br[C:2]1[N:3]([C:26]2[CH:27]=[N:28][N:29]([CH2:31][CH2:32][CH3:33])[CH:30]=2)[C:4]2[C:9]([C:10]=1[S:11][C:12]1[C:13]([F:23])=[C:14]([CH:20]=[CH:21][CH:22]=1)[C:15]([O:17][CH2:18][CH3:19])=[O:16])=[CH:8][CH:7]=[C:6]([Cl:24])[C:5]=2[F:25].[CH:34]1(B(O)O)[CH2:36][CH2:35]1.CC([O-])=O.[K+]>COCCOC.O.C1C=CC(P(C2C=CC=CC=2)[C-]2C=CC=C2)=CC=1.C1C=CC(P(C2C=CC=CC=2)[C-]2C=CC=C2)=CC=1.Cl[Pd]Cl.[Fe+2]>[Cl:24][C:6]1[C:5]([F:25])=[C:4]2[C:9]([C:10]([S:11][C:12]3[C:13]([F:23])=[C:14]([CH:20]=[CH:21][CH:22]=3)[C:15]([O:17][CH2:18][CH3:19])=[O:16])=[C:2]([CH:34]3[CH2:36][CH2:35]3)[N:3]2[C:26]2[CH:27]=[N:28][N:29]([CH2:31][CH2:32][CH3:33])[CH:30]=2)=[CH:8][CH:7]=1 |f:2.3,6.7.8.9|. Reported procedure: To a stirred solution of compound 3 (260 mg, 0.47 mmol) in DME (5 mL) under inert atmosphere were added cyclopropylboronic acid (40.4 mg, 0.47 mmol), Pd(dppf)2Cl2 (69 mg, 0.09 mmol), KOAc (138 mg, 1.41 mmol) at RT; heated to 90° C. and stirred for 16 h. The reaction was monitored by TLC; after completion of the reaction, the reaction mixture was diluted with water (20 mL) and extracted with EtOAc (2×25 mL). The combined organic extracts were washed with brine (20 mL), dried over Na2SO4, filtered... The reactants are ClC1=C(C(=O)C2=C(C(=O)O)C=CC=C2)C=CC=C1 (2-(2-chlorobenzoyl)benzoic acid), CCOCC (Ether), [H-].[Al+3].[Li+].[H-].[H-].[H-] (lithium aluminum hydride), O1CCCC1 (tetrahydrofuran). Solvent: O (water). Run at time 1 hour. Yields the product C(C)(C)OC(C)C (isopropyl ether), ClC1=C(C(C2=C(C=CC=C2)CO)O)C=CC=C1 (2-chloro-2'-hydroxymethylbenzhydrol). RXN SMILES: [H-].[Al+3].[Li+].[H-].[H-].[H-].O1C[CH2:10][CH2:9][CH2:8]1.[Cl:12][C:13]1[CH:29]=[CH:28][CH:27]=[CH:26][C:14]=1[C:15]([C:17]1[CH:25]=[CH:24][CH:23]=[CH:22][C:18]=1[C:19](O)=[O:20])=[O:16].CCOCC>O>[CH:9]([O:16][CH:15]([CH3:14])[CH3:17])([CH3:10])[CH3:8].[Cl:12][C:13]1[CH:29]=[CH:28][CH:27]=[CH:26][C:14]=1[CH:15]([OH:16])[C:17]1[CH:25]=[CH:24][CH:23]=[CH:22][C:18]=1[CH2:19][OH:20] |f:0.1.2.3.4.5|. Procedure: To a stirred suspension of 22.8 g. (0.60 mole) of lithium aluminum hydride in 700 ml. of dry tetrahydrofuran was added 104 g. (0.40 mole) of 2-(2-chlorobenzoyl)benzoic acid prepared as above in portions keeping the reaction mixture temperature between 15°-30° with ice cooling. After the addition was complete the reaction mixture was stirred for one hour. Ether (400 ml.) was added followed by the slow addition of 80 ml. of water, with ice cooling. The mixture was filtered through a large sintered... Reactants: CC(C)=C(CO)CO, C=C(CO)CO, CCCCCCCCCCCCCCCN=C=O. Product: CCCCCCCCCCCCCCCNC(=O)CC(CO)=C(C)C. As a reaction SMILES: [C:25]([CH3:26])([CH3:27])=[C:28]([CH2:29][OH:30])[CH2:31][OH:32].[CH2:19]=[C:20]([CH2:21][OH:22])[CH2:23][OH:24].[CH2:1]([CH2:2][CH2:3][CH2:4][CH2:5][CH2:6][CH2:7][CH2:8][CH2:9][CH2:10][CH2:11][CH2:12][CH2:13][CH2:14][CH3:15])[N:16]=[C:17]=[O:18]>>[CH2:1]([CH2:2][CH2:3][CH2:4][CH2:5][CH2:6][CH2:7][CH2:8][CH2:9][CH2:10][CH2:11][CH2:12][CH2:13][CH2:14][CH3:15])[NH:16][C:17](=[O:18])[CH2:31][C:28](=[C:25]([CH3:26])[CH3:27])[CH2:29][OH:30]. The reactants are CC1=C(C(=C(C(=C1Cl)Cl)Cl)Cl)C (dimethyltetrachlorobenzene), C1(=CC(=CC=C1)C)C (m-xylene), ClCl (chlorine), FeCl3, ClCl (chlorine), C(Cl)(Cl)(Cl)Cl (CCl4). Reagents/catalysts: [Hg] (mercury). RXN SMILES: C1(C)C=CC=C(C)C=1.[Cl:9]Cl.C[C:12]1[C:17]([Cl:18])=[C:16]([Cl:19])[C:15](Cl)=[C:14]([Cl:21])[C:13]=1[CH3:22].[C:23](Cl)(Cl)(Cl)[Cl:24]>[Hg]>[CH3:22][C:13]1[C:12]([Cl:9])=[C:17]([Cl:18])[C:16]([Cl:19])=[C:15]([CH2:23][Cl:24])[C:14]=1[Cl:21]. Conditions: time 3 hour. Procedure: 530 g of m-xylene in 5 liters of CCl4 was chlorinated in the nucleus in the presence of 10 g of FeCl3 by passing chlorine over the reaction solution while stirring the latter, at a pressure of 0.06 atmospheres excess pressure, with the exclusion of light. The first half of the amount of chlorine calculated for dimethyltetrachlorobenzene was introduced into the gas chamber of the reaction vessel with the temperature of the liquid phase at 20° C, the remainder at 40° C. The reaction time was about... The yield is 77.0%. Yields the product CC1=C(C(=C(C(=C1Cl)Cl)Cl)CCl)Cl (1-methyl-3-chloromethyl-2,4,5,6-tetrachlorobenzene).